Dataset: the Open Reaction Database (ORD), a public repository of structured organic reaction records. Task: describe an organic reaction: reactants, conditions, products, and yield The reactants are [I-].C[N+]1=C(C=CC=C1)Cl (1-methyl-2-chloropyridinium iodide), CC1=C(N)C=C(C=C1)C1=NC=CC(=C1)C (2-methyl-5-(4-methylpyridin-2-yl)aniline), C(C)(C)(C)OC(=O)NC(=S)NC(=O)OC(C)(C)C (N,N′-bis(tert-butoxycarbonyl)thiourea), C(C)(C)N(CC)C(C)C (diisopropylethylamine). Solvent: ClCCl (dichloromethane), ClCCl (dichloromethane). Conditions: time 2 hour. Yields the product C(C)(C)(C)OC(=O)NC(=NC1=C(C=CC(=C1)C1=NC=CC(=C1)C)C)NC(=O)OC(C)(C)C (N,N′-bis(tert-butoxycarbonyl)-N″-(2-methyl-5-(4-methylpyridin-2-yl)phenyl)guanidine). The yield is 83.2%. Reaction SMILES: [CH3:1][C:2]1[CH:8]=[CH:7][C:6]([C:9]2[CH:14]=[C:13]([CH3:15])[CH:12]=[CH:11][N:10]=2)=[CH:5][C:3]=1[NH2:4].[C:16]([O:20][C:21]([NH:23][C:24]([NH:26][C:27]([O:29][C:30]([CH3:33])([CH3:32])[CH3:31])=[O:28])=S)=[O:22])([CH3:19])([CH3:18])[CH3:17].C(N(C(C)C)CC)(C)C.[I-].C[N+]1C=CC=CC=1Cl>ClCCl>[C:30]([O:29][C:27]([NH:26][C:24]([NH:23][C:21]([O:20][C:16]([CH3:19])([CH3:18])[CH3:17])=[O:22])=[N:4][C:3]1[CH:5]=[C:6]([C:9]2[CH:14]=[C:13]([CH3:15])[CH:12]=[CH:11][N:10]=2)[CH:7]=[CH:8][C:2]=1[CH3:1])=[O:28])([CH3:33])([CH3:32])[CH3:31] |f:3.4|. Reported procedure: To a suspension of 2-methyl-5-(4-methylpyridin-2-yl)aniline (285 mg), N,N′-bis(tert-butoxycarbonyl)thiourea (475 mg) and diisopropylethylamine (0.577 ml) in dichloromethane (15 ml) was added 1-methyl-2-chloropyridinium iodide (478 mg), and the mixture was stirred for 2 hours. The mixture was diluted with dichloromethane, washed with water and brine, dried over magnesium sulfate and evaporated under reduced pressure. To the residue was added 2-propanol, and the mixture was stirred. The precipitat... Starting materials: ClC1=CC2=C(S1)C1(CCN(CC1)CC=1C(=NN(C1)C1=NC=CC=C1F)C(=O)OCC)OCC2(F)F (ethyl 4-[(2-chloro-4,4-difluoro-spiro[5H-thieno[2,3-c]pyran-7,4′-piperidine]-1′-yl)methyl]-1-(3-fluoro-2-pyridyl)pyrazole-3-carboxylate), [H-].C(C(C)C)[Al+]CC(C)C (Diisobutylaluminum Hydride), C1(=CC=CC=C1)C (toluene), CCCCCC (hexane). Run in O1CCCC1 (Tetrahydrofuran), C(C)(C)(C)OC (methyl t-butyl ether). Reaction conditions: time 15 minute. The product is ClC1=CC2=C(S1)C1(CCN(CC1)CC=1C(=NN(C1)C1=NC=CC=C1F)CO)OCC2(F)F ([4-[(2-Chloro-4,4-difluoro-spiro[5H-thieno[2,3-c]pyran-7,4′-piperidine]-1′-yl)methyl]-1-(3-fluoro-2-pyridyl)pyrazol-3-yl]methanol). The yield is 83.7%. Reaction SMILES: [Cl:1][C:2]1[S:6][C:5]2[C:7]3([O:31][CH2:32][C:33]([F:35])([F:34])[C:4]=2[CH:3]=1)[CH2:12][CH2:11][N:10]([CH2:13][C:14]1[C:15]([C:26](OCC)=[O:27])=[N:16][N:17]([C:19]2[C:24]([F:25])=[CH:23][CH:22]=[CH:21][N:20]=2)[CH:18]=1)[CH2:9][CH2:8]3.[H-].C([Al+]CC(C)C)C(C)C.C1(C)C=CC=CC=1.CCCCCC>O1CCCC1.C(OC)(C)(C)C>[Cl:1][C:2]1[S:6][C:5]2[C:7]3([O:31][CH2:32][C:33]([F:35])([F:34])[C:4]=2[CH:3]=1)[CH2:8][CH2:9][N:10]([CH2:13][C:14]1[C:15]([CH2:26][OH:27])=[N:16][N:17]([C:19]2[C:24]([F:25])=[CH:23][CH:22]=[CH:21][N:20]=2)[CH:18]=1)[CH2:11][CH2:12]3 |f:1.2|. Procedure details: To a solution of ethyl 4-[(2-chloro-4,4-difluoro-spiro[5H-thieno[2,3-c]pyran-7,4′-piperidine]-1′-yl)methyl]-1-(3-fluoro-2-pyridyl)pyrazole-3-carboxylate (2.6 g, 4.93 mmoles) in Tetrahydrofuran (26.00 mL) under N2 atmosphere and cooled to −10 C, Diisobutylaluminum Hydride 1M in toluene (23.68 mL, 23.68 mmoles) is added slowly dropwise. Then, reaction mixture is stirred at that T 15 min and then, the cold bath is removed and the mixture is warmed to room temperature. Then, H2O (100 mL) is added dr... Reactants: CC(=O)OCCBr, [H-], [Na+], CN(C)C=O, C[Si](C)(C)CCOCN(COCC[Si](C)(C)C)c1cc(-c2cn[nH]c2)nc2c(-c3ccc(-c4ccccc4)nc3)cnn12. Yields the product CC(=O)OCCn1cc(-c2cc(N(COCC[Si](C)(C)C)COCC[Si](C)(C)C)n3ncc(-c4ccc(-c5ccccc5)nc4)c3n2)cn1. Reaction SMILES: [C:46]([CH3:47])(=[O:48])[O:49][CH2:50][CH2:51][Br:52].[H-:44].[Na+:45].[O:53]=[CH:54][N:55]([CH3:56])[CH3:57].[c:1]1(-[c:7]2[cH:8][cH:9][c:10](-[c:13]3[cH:14][n:15][n:16]4[c:17]3[n:18][c:19](-[c:39]3[cH:40][n:41][nH:42][cH:43]3)[cH:20][c:21]4[N:22]([CH2:23][O:24][CH2:25][CH2:26][Si:27]([CH3:28])([CH3:29])[CH3:30])[CH2:31][O:32][CH2:33][CH2:34][Si:35]([CH3:36])([CH3:37])[CH3:38])[cH:11][n:12]2)[cH:2][cH:3][cH:4][cH:5][cH:6]1>>[c:1]1(-[c:7]2[cH:8][cH:9][c:10](-[c:13]3[cH:14][n:15][n:16]4[c:17]3[n:18][c:19](-[c:39]3[cH:40][n:41]([CH2:51][CH2:50][O:49][C:46]([CH3:47])=[O:48])[n:42][cH:43]3)[cH:20][c:21]4[N:22]([CH2:23][O:24][CH2:25][CH2:26][Si:27]([CH3:28])([CH3:29])[CH3:30])[CH2:31][O:32][CH2:33][CH2:34][Si:35]([CH3:36])([CH3:37])[CH3:38])[cH:11][n:12]2)[cH:2][cH:3][cH:4][cH:5][cH:6]1. Solvent: O1CCCC1 (tetrahydrofuran). Reaction conditions: temperature 25 celsius, time 1 hour. Reactants: FC(C=1C(=C(C(=O)O)C=CC1)C)(F)F (3-trifluoromethyl-2-methylbenzoic acid), C(C(=O)Cl)(=O)Cl (oxalyl dichloride), CN(C=O)C (N,N-dimethylformamide). Procedure: A mixture of 3-trifluoromethyl-2-methylbenzoic acid 5.00 g, oxalyl dichloride 3.42 g, N,N-dimethylformamide about 50 mg and tetrahydrofuran 200 mL was stirred at 25° C. for one hour. The reaction mixtures were concentrated under reduced pressure to give 3-trifluoromethyl-2-methylbenzoic acid chloride. RXN SMILES: [F:1][C:2]([F:14])([F:13])[C:3]1[C:4]([CH3:12])=[C:5]([CH:9]=[CH:10][CH:11]=1)[C:6](O)=[O:7].C(Cl)(=O)C([Cl:18])=O.CN(C)C=O>O1CCCC1>[F:1][C:2]([F:14])([F:13])[C:3]1[C:4]([CH3:12])=[C:5]([CH:9]=[CH:10][CH:11]=1)[C:6]([Cl:18])=[O:7]. Yields the product FC(C=1C(=C(C(=O)Cl)C=CC1)C)(F)F (3-trifluoromethyl-2-methylbenzoic acid chloride). Reactants: CC(C)N, CCOC(C)=O, COC(C)(C)C, Cc1cc(C(F)(C(F)(F)F)C(F)(F)F)ccc1NC(=O)c1ccnc(Cl)c1C(=O)O, O=C(OC(=O)C(F)(F)F)C(F)(F)F. The product is Cc1cc(C(F)(C(F)(F)F)C(F)(F)F)ccc1NC(=O)c1ccnc(Cl)c1C(=O)NC(C)C. As a reaction SMILES: [CH3:44][CH:45]([CH3:46])[NH2:47].[CH3:48][CH2:49][O:50][C:51](=[O:52])[CH3:53].[CH3:54][O:55][C:56]([CH3:57])([CH3:58])[CH3:59].[Cl:1][c:2]1[n:3][cH:4][cH:5][c:6]([C:11](=[O:12])[NH:13][c:14]2[c:15]([CH3:30])[cH:16][c:17]([C:20]([C:21]([F:22])([F:23])[F:24])([C:25]([F:26])([F:27])[F:28])[F:29])[cH:18][cH:19]2)[c:7]1[C:8](=[O:9])[OH:10].[F:31][C:32]([F:33])([F:34])[C:35]([O:36][C:37](=[O:38])[C:39]([F:40])([F:41])[F:42])=[O:43]>>[Cl:1][c:2]1[n:3][cH:4][cH:5][c:6]([C:11](=[O:12])[NH:13][c:14]2[c:15]([CH3:30])[cH:16][c:17]([C:20]([C:21]([F:22])([F:23])[F:24])([C:25]([F:26])([F:27])[F:28])[F:29])[cH:18][cH:19]2)[c:7]1[C:8](=[O:10])[NH:47][CH:45]([CH3:44])[CH3:46].